This data is from the Open Reaction Database (ORD), a public repository of structured organic reaction records. The task is: describe an organic reaction: reactants, conditions, products, and yield Reactants: N(=N\C(=O)OC(C)C)/C(=O)OC(C)C (diisopropyl (E)-diazene-1,2-dicarboxylate), FC1=C(CO)C(=CC=C1F)F (2,3,6-trifluorobenzyl alcohol), C1(=CC=CC=C1)P(C1=CC=CC=C1)C1=CC=CC=C1 (triphenylphosphine), OC1=CC(=CC=2N1N=C(C2C(=O)OCC)C)C (Ethyl 7-hydroxy-2,5-dimethylpyrazolo[1,5-a]pyridine-3-carboxylate). Run in C1CCOC1 (THF), COC(C)(C)C (tert-butyl methyl ether). Conditions: time 1 hour. The product is CC1=NN2C(C=C(C=C2OCC2=C(C(=CC=C2F)F)F)C)=C1C(=O)OCC (Ethyl 2,5-dimethyl-7-[(2,3,6-trifluorobenzyl)oxy]pyrazolo[1,5-a]pyridine-3-carboxylate). Yield: 60.4%. As a reaction SMILES: [OH:1][C:2]1[N:7]2[N:8]=[C:9]([CH3:16])[C:10]([C:11]([O:13][CH2:14][CH3:15])=[O:12])=[C:6]2[CH:5]=[C:4]([CH3:17])[CH:3]=1.[F:18][C:19]1[C:26]([F:27])=[CH:25][CH:24]=[C:23]([F:28])[C:20]=1[CH2:21]O.C1(P(C2C=CC=CC=2)C2C=CC=CC=2)C=CC=CC=1.N(/C(OC(C)C)=O)=N\C(OC(C)C)=O>C1COCC1.COC(C)(C)C>[CH3:16][C:9]1[C:10]([C:11]([O:13][CH2:14][CH3:15])=[O:12])=[C:6]2[CH:5]=[C:4]([CH3:17])[CH:3]=[C:2]([O:1][CH2:21][C:20]3[C:23]([F:28])=[CH:24][CH:25]=[C:26]([F:27])[C:19]=3[F:18])[N:7]2[N:8]=1. Procedure details: 1.2 g (5.25 mmol) of ethyl 7-hydroxy-2,5-dimethylpyrazolo[1,5-a]pyridine-3-carboxylate from Example 8A were dissolved in 48 ml of THF. 1.7 g (10.50 mmol) of 2,3,6-trifluorobenzyl alcohol and 2.9 g (11.03 mmol) of triphenylphosphine were added. Subsequently, 2.2 ml (11.03 mmol) of diisopropyl (E)-diazene-1,2-dicarboxylate were added to the solution, which was stirred at RT for 1 h. 120 ml of tert-butyl methyl ether were added, then the mixture was stirred briefly, and the solids formed were filte... The reactants are BrC(C(=O)OC)C1=CC=CC=C1 ((RS) Methyl 2-bromo-2-phenylacetate), N1C=NC=C1 (imidazole), C([O-])([O-])=O.[K+].[K+] (potassium carbonate). The solvent is CC(=O)C (acetone). The product is N1(C=NC=C1)C(C(=O)OC)C1=CC=CC=C1 ((RS) Methyl 2-(imidazol-1-yl)-2-phenylacetate). Yield: 81.4%. RXN SMILES: Br[CH:2]([C:7]1[CH:12]=[CH:11][CH:10]=[CH:9][CH:8]=1)[C:3]([O:5][CH3:6])=[O:4].[NH:13]1[CH:17]=[CH:16][N:15]=[CH:14]1.C(=O)([O-])[O-].[K+].[K+]>CC(C)=O>[N:13]1([CH:2]([C:7]2[CH:12]=[CH:11][CH:10]=[CH:9][CH:8]=2)[C:3]([O:5][CH3:6])=[O:4])[CH:17]=[CH:16][N:15]=[CH:14]1 |f:2.3.4|. Procedure details: (RS) Methyl 2-bromo-2-phenylacetate (171.75 g), imidazole (102 g) and potassium carbonate (227.7 g) were stirred in acetone (1.75 liters for 60 hours. After settling, the supernatant was decanted off and the residue washed thoroughly with acetone. The acetone was evaporated under reduced pressure and the residue in ethyl acetate was washed with water and extracted twice with 2M hydrochloric acid. The combined acid extracts, after washing once with ether, were basified with solid potassium carbon... Reactants: CC(C)OC(=O)/N=N/C(=O)OC(C)C (DIAD), N[C@@H](CCCNC(N(C(=O)OC(C)(C)C)C(=O)OC(C)(C)C)=N)C(=O)O (Arg(Boc)2), C=1C=CC2=C(C1)N=NN2O (HOBt), C1(=CC=CC=C1)P(C1=CC=CC=C1)C1=CC=CC=C1 (triphenylphosphane), ClC1=C(C=CC(=C1)Cl)CCO (2-(2,4-dichlorophenyl)ethanol), OC=1C=C(C(=O)O)C=C(C1Br)O (3,5-dihydroxy-4-bromobenzoic acid), CC(N=C=NC(C)C)C (DIC). Run in C1CCOC1 (THF), CN(C)C=O (DMF), C1CCOC1 (THF). Reaction conditions: time 8 hour. The product is BrC1=C(C=C(C(=O)N[C@@H](CCCNC(=N)N)C(N)=O)C=C1O)OCCC1=C(C=C(C=C1)Cl)Cl ((S)-4-Bromo-N-(1-carbamoyl-4-guanidinobutyl)-3-[2-(2,4-dichlorophenyl)-ethoxy]-5-hydroxybenzamide). Reaction SMILES: [NH2:1][C@H:2]([C:24]([OH:26])=O)[CH2:3][CH2:4][CH2:5][NH:6][C:7](=[NH:23])[N:8](C(OC(C)(C)C)=O)C(OC(C)(C)C)=O.[OH:27][C:28]1[CH:29]=[C:30]([CH:34]=[C:35]([OH:38])[C:36]=1[Br:37])[C:31]([OH:33])=O.CC(C)[N:41]=C=NC(C)C.C1C=CC2N(O)N=NC=2C=1.C1(P(C2C=CC=CC=2)C2C=CC=CC=2)C=CC=CC=1.[Cl:77][C:78]1[CH:83]=[C:82]([Cl:84])[CH:81]=[CH:80][C:79]=1[CH2:85][CH2:86]O.CC(OC(/N=N/C(OC(C)C)=O)=O)C>CN(C=O)C.C1COCC1>[Br:37][C:36]1[C:35]([OH:38])=[CH:34][C:30]([C:31]([NH:1][C@H:2]([C:24](=[O:26])[NH2:41])[CH2:3][CH2:4][CH2:5][NH:6][C:7]([NH2:8])=[NH:23])=[O:33])=[CH:29][C:28]=1[O:27][CH2:86][CH2:85][C:79]1[CH:80]=[CH:81][C:82]([Cl:84])=[CH:83][C:78]=1[Cl:77]. Procedure details: Rink resin (500 mg; loading 0.3 mmol/g) functionalized with Arg(Boc)2 was coupled with 176 mg of 3,5-dihydroxy-4-bromobenzoic acid in the presence of DIC (110 mg) and HOBt (78 mg) in DMF. The resin was then washed and treated with a 30% solution of benzyltrimethylammonium hydroxide in DMF for 1 h. The resin was washed with DMF, 10% acetic acid in DMF, DMF, and DCM and dried in vacuo for 3 h. The dried resin was washed with anhydrous THF and mixed with 0.2 mmol of triphenylphosphane and 0.2 mmol ... Reactants: isothiocyano, [S-]C#N.[Na+] (sodium thiocyanate), O (water), C(C)(C)(C)N=NC(C)(CC(C)C)Cl (2-t-butylazo- 2-chloro-4-methylpentane). Solvent: C(C)(C)O (isopropanol). Run at temperature 30 celsius, time 2 hour. Yields the product C(C)(C)(C)N=NC(C)(CC(C)C)N=C=S (2-t-Butylazo-2-isothiocyanato-4-methylpentane). As a reaction SMILES: [S-:1][C:2]#[N:3].[Na+].[C:5]([N:9]=[N:10][C:11](Cl)([CH2:13][CH:14]([CH3:16])[CH3:15])[CH3:12])([CH3:8])([CH3:7])[CH3:6].O>C(O)(C)C>[C:5]([N:9]=[N:10][C:11]([N:3]=[C:2]=[S:1])([CH2:13][CH:14]([CH3:16])[CH3:15])[CH3:12])([CH3:8])([CH3:7])[CH3:6] |f:0.1|. Reported procedure: To a stirred solution of 26.1 grams (0.3 moles) of sodium thiocyanate in 150 ml of 75% aqueous isopropanol in a 500 ml erlenmeyer flask, cooled to 5° C., was added 61.2 grams (0.3 moles) of 2-t-butylazo- 2-chloro-4-methylpentane holding the reaction temperature at 10°-20° C. After the addition was complete, the reaction mixture was stirred an additional two hours at 30° C., poured into 300 ml water and the product extracted with 200 ml pentane. The pentane extract was washed with water, 10% NaHC...